Dataset: the Open Reaction Database (ORD), a public repository of structured organic reaction records. Task: describe an organic reaction: reactants, conditions, products, and yield Starting materials: B, CC(C)(CC(=O)Nc1ccc(-n2nc(C(C)(C)C)cc2NC(=O)Nc2ccc(Oc3ccncc3)cc2)cc1)C(=O)O, C1CCOC1, CSC. Yields the product CC(C)(C)c1cc(NC(=O)Nc2ccc(Oc3ccncc3)cc2)n(-c2ccc(N)cc2)n1. RXN SMILES: [BH3:46].[C:1]([CH3:2])([CH3:3])([CH3:4])[c:5]1[n:6][n:7](-[c:27]2[cH:28][cH:29][c:30]([NH:33][C:34](=[O:35])[CH2:36][C:37]([CH3:38])([CH3:39])[C:40]([OH:41])=[O:42])[cH:31][cH:32]2)[c:8]([NH:10][C:11](=[O:12])[NH:13][c:14]2[cH:15][cH:16][c:17]([O:20][c:21]3[cH:22][cH:23][n:24][cH:25][cH:26]3)[cH:18][cH:19]2)[cH:9]1.[CH2:47]1[O:48][CH2:49][CH2:50][CH2:51]1.[CH3:43][S:44][CH3:45]>>[C:1]([CH3:2])([CH3:3])([CH3:4])[c:5]1[n:6][n:7](-[c:27]2[cH:28][cH:29][c:30]([NH2:33])[cH:31][cH:32]2)[c:8]([NH:10][C:11](=[O:12])[NH:13][c:14]2[cH:15][cH:16][c:17]([O:20][c:21]3[cH:22][cH:23][n:24][cH:25][cH:26]3)[cH:18][cH:19]2)[cH:9]1. The reactants are ClC1=CC(=C(OCC(=O)N2[C@@H](CN([C@H](C2)C)CC2=CC=C(C=C2)F)C)C=C1)O (2-(4-chloro-2-hydroxy-phenoxy)-1-[4-(4-fluoro-benzyl)-(2R,5S)-2,5-dimethyl-piperazin-1-yl]-ethanone), COC(CBr)=O (bromo-acetic acid methyl ester), C([O-])([O-])=O.[Cs+].[Cs+] (cesium carbonate). Run in O1CCOCC1 (dioxane). Reaction conditions: time 8 hour. Product: COC(COC1=C(C=CC(=C1)Cl)OCC(=O)N1[C@@H](CN([C@H](C1)C)CC1=CC=C(C=C1)F)C)=O ((5-Chloro-2-{2-[4-(4-fluoro-benzyl)-(2R,5S)-2,5-dimethyl-piperazin-1-yl]-2-oxo-ethoxy}-phenoxy)-acetic acid methyl ester). Yield: 169.8%. As a reaction SMILES: [Cl:1][C:2]1[CH:27]=[CH:26][C:5]([O:6][CH2:7][C:8]([N:10]2[CH2:15][C@H:14]([CH3:16])[N:13]([CH2:17][C:18]3[CH:23]=[CH:22][C:21]([F:24])=[CH:20][CH:19]=3)[CH2:12][C@H:11]2[CH3:25])=[O:9])=[C:4]([OH:28])[CH:3]=1.[CH3:29][O:30][C:31](=[O:34])[CH2:32]Br.C(=O)([O-])[O-].[Cs+].[Cs+]>O1CCOCC1>[CH3:29][O:30][C:31](=[O:34])[CH2:32][O:28][C:4]1[CH:3]=[C:2]([Cl:1])[CH:27]=[CH:26][C:5]=1[O:6][CH2:7][C:8]([N:10]1[CH2:15][C@H:14]([CH3:16])[N:13]([CH2:17][C:18]2[CH:23]=[CH:22][C:21]([F:24])=[CH:20][CH:19]=2)[CH2:12][C@H:11]1[CH3:25])=[O:9] |f:2.3.4|. Reported procedure: To a solution of 2-(4-chloro-2-hydroxy-phenoxy)-1-[4-(4-fluoro-benzyl)-(2R,5S)-2,5-dimethyl-piperazin-1-yl]-ethanone (0.30 g, 0.75 mmol) and bromo-acetic acid methyl ester (0.14 mL, 1.5 mmol) in dioxane (3 mL) was added cesium carbonate (0.50 g, 1.5 mmol). The resulting mixture was stirred at ambient temperature overnight. The reaction was quenched with water and the mixture was extracted with ethyl acetate. The organic layer was washed with brine, dried over magnesium sulfate and concentrated i... Yields the product Cc1nc2ccc(C)c([N+](=O)[O-])c2s1. The reactants are Cc1ccc2nc(C)sc2c1, O=[N+]([O-])O, O=S(=O)(O)O. RXN SMILES: [CH3:1][c:2]1[s:3][c:4]2[c:5]([n:6]1)[cH:7][cH:8][c:9]([CH3:11])[cH:10]2.[OH:12][N+:13]([O-:14])=[O:15].[S:16](=[O:17])(=[O:18])([OH:19])[OH:20]>>[CH3:1][c:2]1[s:3][c:4]2[c:5]([n:6]1)[cH:7][cH:8][c:9]([CH3:11])[c:10]2[N+:13](=[O:12])[O-:14]. The reactants are CN(C)C=O, [H][H], O=C(O)c1c[nH]c2c([N+](=O)[O-])cccc2c1=O. RXN SMILES: [CH3:20][N:21]([CH3:22])[CH:23]=[O:24].[H:18][H:19].[N+:1]([O-:2])(=[O:3])[c:4]1[cH:5][cH:6][cH:7][c:8]2[c:9](=[O:17])[c:10]([C:14](=[O:15])[OH:16])[cH:11][nH:12][c:13]12>>[NH2:1][c:4]1[cH:5][cH:6][cH:7][c:8]2[c:9](=[O:17])[c:10]([C:14](=[O:15])[OH:16])[cH:11][nH:12][c:13]12. The product is Nc1cccc2c(=O)c(C(=O)O)c[nH]c12.